Task: describe an organic reaction: reactants, conditions, products, and yield. Dataset: the Open Reaction Database (ORD), a public repository of structured organic reaction records Reactants: [OH-].[K+] (potassium hydroxide), FC1=CC=C(C=C1)N1CCC(CC1)C(=O)OCC (ethyl 1-(4-fluorophenyl)piperidine-4-carboxylate), Cl (hydrochloric acid). Run in CO (methanol). Reaction conditions: time 8 hour. Product: FC1=CC=C(C=C1)N1CCC(CC1)C(=O)O (1-(4-Fluorophenyl)piperidine-4-carboxylic acid). As a reaction SMILES: [OH-].[K+].[F:3][C:4]1[CH:9]=[CH:8][C:7]([N:10]2[CH2:15][CH2:14][CH:13]([C:16]([O:18]CC)=[O:17])[CH2:12][CH2:11]2)=[CH:6][CH:5]=1.Cl>CO>[F:3][C:4]1[CH:9]=[CH:8][C:7]([N:10]2[CH2:11][CH2:12][CH:13]([C:16]([OH:18])=[O:17])[CH2:14][CH2:15]2)=[CH:6][CH:5]=1 |f:0.1|. Reported procedure: 4.4 ml of a 2N potassium hydroxide solution were added to a solution of 1.1 g of ethyl 1-(4-fluorophenyl)piperidine-4-carboxylate in 100 ml of methanol. The mixture was stirred at room temperature overnight. The pH was then adjusted to 6 with 5% hydrochloric acid, and the solution was concentrated in vacuo. The residue was purified by preparative HPLC. The reactants are Cl, COCCCN1CCC(CNC(=O)c2cc(Cl)c(N)nc2OC)CC1. The product is COCCCN1CCC(CNC(=O)c2cc(Cl)c(N)[nH]c2=O)CC1. As a reaction SMILES: [ClH:26].[NH2:1][c:2]1[c:3]([Cl:25])[cH:4][c:5]([C:10](=[O:11])[NH:12][CH2:13][CH:14]2[CH2:15][CH2:16][N:17]([CH2:20][CH2:21][CH2:22][O:23][CH3:24])[CH2:18][CH2:19]2)[c:6]([O:8][CH3:9])[n:7]1>>[NH2:1][c:2]1[c:3]([Cl:25])[cH:4][c:5]([C:10](=[O:11])[NH:12][CH2:13][CH:14]2[CH2:15][CH2:16][N:17]([CH2:20][CH2:21][CH2:22][O:23][CH3:24])[CH2:18][CH2:19]2)[c:6](=[O:8])[nH:7]1. Starting materials: C(C1=CC=CC=C1)N1C(N([C@H]([C@@H]1CS)C(=O)O)CC1=CC=CC=C1)=O ((4R,5R)-1,3-dibenzyl-2-oxo-5-(mercaptomethyl)imidazolidin-4-carboxylic acid), N1=CC=CC=C1 (pyridine), C(C)(=O)OCC (ethyl acetate), C1(CCCCC1)N=C=NC1CCCCC1 (dicyclohexylcarbodiimide). Run in C(Cl)(Cl)Cl (chloroform), C(Cl)(Cl)Cl (chloroform). Run at time 1 hour. Product: C(C1=CC=CC=C1)N1C(N([C@@H]2[C@@H]1CSC2=O)CC2=CC=CC=C2)=O ((3aR,6aR)-1,3-dibenzyl-hexahydro-4H-thieno[3,4-d]imidazol-2,4-dione). The yield is 42.1%. As a reaction SMILES: [CH2:1]([N:8]1[C@@H:12]([CH2:13][SH:14])[C@H:11]([C:15](O)=[O:16])[N:10]([CH2:18][C:19]2[CH:24]=[CH:23][CH:22]=[CH:21][CH:20]=2)[C:9]1=[O:25])[C:2]1[CH:7]=[CH:6][CH:5]=[CH:4][CH:3]=1.N1C=CC=CC=1.C1(N=C=NC2CCCCC2)CCCCC1.C(OCC)(=O)C>C(Cl)(Cl)Cl>[CH2:1]([N:8]1[C@H:12]2[CH2:13][S:14][C:15](=[O:16])[C@@H:11]2[N:10]([CH2:18][C:19]2[CH:24]=[CH:23][CH:22]=[CH:21][CH:20]=2)[C:9]1=[O:25])[C:2]1[CH:3]=[CH:4][CH:5]=[CH:6][CH:7]=1. Procedure: In 160 ml of chloroform was dissolved 20 g of (4R,5R)-1,3-dibenzyl-2-oxo-5-(mercaptomethyl)imidazolidin-4-carboxylic acid, 6.2 g of pyridine was added to the solution, and under ice-cooling, 40 ml of a chloroform solution containing 12.7 g of dicyclohexylcarbodiimide was added to the mixture at 15° C. or lower. The mixture was stirred at room temperature for 1 hour, ethyl acetate was added to the reaction mixture and the resulting mixture was filtered. The filtrate was washed successively with 2... Starting materials: C1(=CC=CC=C1)CO (benzenemethanol), N1=C(C=CC2=CC=CC=C12)COC1=CC=C(C=C1)CCN1CCC(CC1)=C1C=2N(CCC3=C1C=CC=C3)C(=CN2)C(=O)O (6,11-dihydro- 11-[1-[2-[4-(2-quinolinylmethoxy)phenyl]ethyl]-4-piperidinylidene]-5H-imidazo[2,1-b][3]benzazepine-3-carboxylic acid), Cl.CN(CCCN=C=NCC)C (1-(3-Dimethylaminopropyl)-3-ethyl-carbodiimide hydrochloride). Reagents/catalysts: CN(C1=CC=NC=C1)C (N,N-dimethyl-4-pyridinamine). The solvent is C(Cl)Cl (DCM), C(Cl)Cl (DCM). The product is N1=C(C=CC2=CC=CC=C12)COC1=CC=C(C=C1)CCN1CCC(CC1)=C1C=2N(CCC3=C1C=CC=C3)C(=CN2)C(=O)OCC2=CC=CC=C2 (phenylmethyl 6,11-dihydro-11-[1-[2-[4-(2-quinolinylmethoxy)phenyl]ethyl]-4-piperidinylidene]-5H-imidazo[2,1-b][3]benzazepine-3-carboxylate). The yield is 62.4%. Reaction SMILES: [N:1]1[C:10]2[C:5](=[CH:6][CH:7]=[CH:8][CH:9]=2)[CH:4]=[CH:3][C:2]=1[CH2:11][O:12][C:13]1[CH:18]=[CH:17][C:16]([CH2:19][CH2:20][N:21]2[CH2:26][CH2:25][C:24](=[C:27]3[C:33]4[CH:34]=[CH:35][CH:36]=[CH:37][C:32]=4[CH2:31][CH2:30][N:29]4[C:38]([C:41]([OH:43])=[O:42])=[CH:39][N:40]=[C:28]34)[CH2:23][CH2:22]2)=[CH:15][CH:14]=1.Cl.CN(C)CCCN=C=NCC.[C:56]1([CH2:62]O)[CH:61]=[CH:60][CH:59]=[CH:58][CH:57]=1>CN(C)C1C=CN=CC=1.C(Cl)Cl>[N:1]1[C:10]2[C:5](=[CH:6][CH:7]=[CH:8][CH:9]=2)[CH:4]=[CH:3][C:2]=1[CH2:11][O:12][C:13]1[CH:18]=[CH:17][C:16]([CH2:19][CH2:20][N:21]2[CH2:22][CH2:23][C:24](=[C:27]3[C:33]4[CH:34]=[CH:35][CH:36]=[CH:37][C:32]=4[CH2:31][CH2:30][N:29]4[C:38]([C:41]([O:43][CH2:62][C:56]5[CH:61]=[CH:60][CH:59]=[CH:58][CH:57]=5)=[O:42])=[CH:39][N:40]=[C:28]34)[CH2:25][CH2:26]2)=[CH:15][CH:14]=1 |f:1.2|. Procedure: A mixture of compound 7 (3 g) and N,N-dimethyl-4-pyridinamine (1.22 g) in DCM (100 ml) was stirred till complete dissolution. 1-(3-Dimethylaminopropyl)-3-ethyl-carbodiimide hydrochloride (1.8 g) was added portionwise and the mixture was stirred at room temperature for 15 minutes. A solution of benzenemethanol (0.54 g) in DCM was added. The mixture was stirred at room temperature overnight. The solvent was evaporated. The residue was purified over silica gel on a glass filter (eluent: CH2Cl2/CH3O... Reactants: C(C1=CC=CC=C1)N1CCN(CC1)C=1C(NC(N(C1C)CC1=C(C=CC=C1C(F)(F)F)F)=O)=O (5-(4-benzyl-piperazin-1-yl)-1-(2-fluoro-6-trifluoromethyl-benzyl)-6-methyl-1H-pyrimidine-2,4-dione), [H][H] (hydrogen). Reagents/catalysts: [Pd] (palladium/carbon). The solvent is CO.ClCCl (methanol dichloromethane). The product is FC1=C(CN2C(NC(C(=C2C)N2CCNCC2)=O)=O)C(=CC=C1)C(F)(F)F (1-(2-fluoro-6-trifluoromethyl-benzyl)-6-methyl-5-piperazin-1-yl-1H-pyrimidine-2,4-dione). Isolated yield 77.7%. Reaction SMILES: C([N:8]1[CH2:13][CH2:12][N:11]([C:14]2[C:15](=[O:34])[NH:16][C:17](=[O:33])[N:18]([CH2:21][C:22]3[C:27]([C:28]([F:31])([F:30])[F:29])=[CH:26][CH:25]=[CH:24][C:23]=3[F:32])[C:19]=2[CH3:20])[CH2:10][CH2:9]1)C1C=CC=CC=1.[H][H]>CO.ClCCl.[Pd]>[F:32][C:23]1[CH:24]=[CH:25][CH:26]=[C:27]([C:28]([F:31])([F:30])[F:29])[C:22]=1[CH2:21][N:18]1[C:19]([CH3:20])=[C:14]([N:11]2[CH2:12][CH2:13][NH:8][CH2:9][CH2:10]2)[C:15](=[O:34])[NH:16][C:17]1=[O:33] |f:2.3|. Reported procedure: To a solution of 5-(4-benzyl-piperazin-1-yl)-1-(2-fluoro-6-trifluoromethyl-benzyl)-6-methyl-1H-pyrimidine-2,4-dione (1.48 g, 3.11 mmol) in 10 mL of methanol/dichloromethane (1/1) was added 10% palladium/carbon (280 mg), after which the solution was stirred at room temperature for 5 hrs in a hydrogen atmosphere. Following the removal of palladium/carbon therefrom by filtration through cellite, the solution was concentrated. The residue was purified using amine silica gel chromatography (eluent: d... The reactants are O=C(Cl)OCc1ccccc1, [Na+], [OH-], CC(C)CC(N)C(=O)NC(CO)C(O)C(O)C(O)C(=O)NC(CC(=O)O)c1ccccc1. Product: CC(C)CC(NC(=O)OCc1ccccc1)C(=O)NC(CO)C(O)C(O)C(O)C(=O)NC(CC(=O)O)c1ccccc1. As a reaction SMILES: [Cl:35][C:36](=[O:37])[O:38][CH2:39][c:40]1[cH:41][cH:42][cH:43][cH:44][cH:45]1.[Na+:34].[OH-:33].[OH:1][CH:2]([C:3](=[O:4])[NH:5][CH:6]([CH2:7][C:8](=[O:9])[OH:10])[c:11]1[cH:12][cH:13][cH:14][cH:15][cH:16]1)[CH:17]([CH:18]([CH:19]([CH2:20][OH:21])[NH:22][C:23]([CH:24]([NH2:25])[CH2:26][CH:27]([CH3:28])[CH3:29])=[O:30])[OH:31])[OH:32]>>[OH:1][CH:2]([C:3](=[O:4])[NH:5][CH:6]([CH2:7][C:8](=[O:9])[OH:10])[c:11]1[cH:12][cH:13][cH:14][cH:15][cH:16]1)[CH:17]([CH:18]([CH:19]([CH2:20][OH:21])[NH:22][C:23]([CH:24]([NH:25][C:36](=[O:37])[O:38][CH2:39][c:40]1[cH:41][cH:42][cH:43][cH:44][cH:45]1)[CH2:26][CH:27]([CH3:28])[CH3:29])=[O:30])[OH:31])[OH:32]. The reactants are CN1CCNCC1 (N-methyl piperazine), [OH-].[Na+] (NaOH), 1-[, CN1N=C(C=2NC(=NC(C21)=O)C=2C=C(C=CC2OCC)S(=O)(=O)Cl)CCC ([3-(4,7-Dihydro-1-methyl-7-oxo-3-propyl-1H-pyrazolo[4,3-d]pyrimidin-5-yl)-4-ethoxyphenyl] sulfonyl chloride). The solvent is CC(=O)C (acetone). Conditions: temperature 22 celsius, time 2 hour. The product is CCCC=1C2=C(N(N1)C)C(=O)NC(=N2)C=3C=C(C=CC3OCC)S(=O)(=O)N4CCN(CC4)C (sildenafil). RXN SMILES: [CH3:1][N:2]1[CH2:7][CH2:6][NH:5][CH2:4][CH2:3]1.[OH-].[Na+].[CH3:10][N:11]1[C:19]2[C:18](=[O:20])[N:17]=[C:16]([C:21]3[CH:22]=[C:23]([S:30](Cl)(=[O:32])=[O:31])[CH:24]=[CH:25][C:26]=3[O:27][CH2:28][CH3:29])[NH:15][C:14]=2[C:13]([CH2:34][CH2:35][CH3:36])=[N:12]1>CC(C)=O>[CH3:36][CH2:35][CH2:34][C:13]1[C:14]2[N:15]=[C:16]([C:21]3[CH:22]=[C:23]([S:30]([N:5]4[CH2:6][CH2:7][N:2]([CH3:1])[CH2:3][CH2:4]4)(=[O:31])=[O:32])[CH:24]=[CH:25][C:26]=3[O:27][CH2:28][CH3:29])[NH:17][C:18](=[O:20])[C:19]=2[N:11]([CH3:10])[N:12]=1 |f:1.2|. Procedure details: In a 0.25 L reactor equipped with mechanical stirrer and thermometer, 100 ml of acetone was added. The reactor was maintained at room temperature (22° C.). 5.35 g of N-methyl piperazine (1.1 equivalents) followed by 4.16 g of NaOH solution (47%, 1 equivalent) were added. 20 g of 1-[[3-(4,7-Dihydro-1-methyl-7-oxo-3-propyl-1H-pyrazolo[4,3-d]pyrimidin-5-yl)-4-ethoxyphenyl] sulfonyl chloride was added portion-wise (5 g each). The reaction mixture was kept at room temperature with mixing for 1 hour. ...